Dataset: the Open Reaction Database (ORD), a public repository of structured organic reaction records. Task: describe an organic reaction: reactants, conditions, products, and yield The reactants are C1=CC=CC=2SC3=CC=CC=C3NC12 (phenothiazine), [Cl-].[NH4+] (Ammonium chloride), [H-].[Na+] (sodium hydride), BrCCCCl (1-Bromo-3-chloropropane). The solvent is CN(C=O)C (dimethylformamide). Run at time 15 minute. Product: ClCCCN1C2=CC=CC=C2SC=2C=CC=CC12 (10-(3-chloropropyl)-10H-phenothiazine). Isolated yield 79.8%. Reaction SMILES: [CH:1]1[C:14]2[NH:13][C:12]3[C:7](=[CH:8][CH:9]=[CH:10][CH:11]=3)[S:6][C:5]=2[CH:4]=[CH:3][CH:2]=1.[H-].[Na+].Br[CH2:18][CH2:19][CH2:20][Cl:21].[Cl-].[NH4+]>CN(C)C=O>[Cl:21][CH2:20][CH2:19][CH2:18][N:13]1[C:14]2[CH:1]=[CH:2][CH:3]=[CH:4][C:5]=2[S:6][C:7]2[C:12]1=[CH:11][CH:10]=[CH:9][CH:8]=2 |f:1.2,4.5|. Reported procedure: To a solution of phenothiazine (4.0 g, 0.02 mol) in dry dimethylformamide (100 ml) kept under an atmosphere of nitrogen, sodium hydride (1.0 g, 0.025 mol, 60% dispersion in oil) was carefully added. The reaction mixture was left stirring for 15 minutes. 1-Bromo-3-chloropropane (8.0 g, 0.05 mol) was added and the mixture was left stirring overnight. Ammonium chloride (2.0 g, 0.04 mol) was added, and after continued stirring for 30 minutes the solution was poured onto water (300 ml). The mixture w...